The task is: describe an organic reaction: reactants, conditions, products, and yield. This data is from the Open Reaction Database (ORD), a public repository of structured organic reaction records. Reactants: Cl.BrC1=CC=C(CN(N)C2=CC=C(C=C2)OC)C=C1 (N-(p-Bromobenzyl)-N-(4-methoxyphenyl)hydrazine hydrochloride), C(C)(=O)O (acetic acid), O=C(CC1(CC1)CC#N)C ([1-(2-Oxopropyl)cyclopropyl]acetonitrile), Cl (HCl). Run in C1(=CC=CC=C1)C (toluene). Reaction conditions: time 1 hour. The product is BrC1=CC=C(CN2C(=C(C3=CC(=CC=C23)OC)C2(CC2)CC#N)C)C=C1 ([1-(1-(p-Bromobenzyl)-5-methoxy-2-methylindol-3-yl)-cyclopropyl]acetonitrile). Yield: 84.5%. Reaction SMILES: O=[C:2]([CH3:10])[CH2:3][C:4]1([CH2:7][C:8]#[N:9])[CH2:6][CH2:5]1.Cl.[Br:12][C:13]1[CH:29]=[CH:28][C:16]([CH2:17][N:18]([C:20]2[CH:25]=[CH:24][C:23]([O:26][CH3:27])=[CH:22][CH:21]=2)N)=[CH:15][CH:14]=1.C(O)(=O)C.Cl>C1(C)C=CC=CC=1>[Br:12][C:13]1[CH:29]=[CH:28][C:16]([CH2:17][N:18]2[C:20]3[C:21](=[CH:22][C:23]([O:26][CH3:27])=[CH:24][CH:25]=3)[C:3]([C:4]3([CH2:7][C:8]#[N:9])[CH2:6][CH2:5]3)=[C:2]2[CH3:10])=[CH:15][CH:14]=1 |f:1.2|. Procedure: To a 0° C. mixture of the ketone from Step 4 (920 mg, 6.71 mmol) and the hydrazine from Step 5 (2.15 g, 7.0 mmol) in 35 mL toluene was added acetic acid (0.97 mL, 17 mmol). The mixture was warmed to room temperature and stirred 1 h, then concentrated to dryness. The residue was dissolved in toluene and heptane and concentrated again and the process repeated until there was no more acetic acid remaining. The residue was then dissolved in 30 mL dioxane and treated with HCl (4M solution in dioxane,...